From a dataset of the Open Reaction Database (ORD), a public repository of structured organic reaction records. describe an organic reaction: reactants, conditions, products, and yield The reactants are C1(CC1)C=1C=2N(C=C(C1)C1=CC=C(C=C1)C(F)(F)F)C(=CN2)I (8-Cyclopropyl-3-iodo-6-(4-trifluoromethyl-phenyl)-imidazo[1,2-a]pyridine), C[Si](C)(C)C#C (trimethylsilylacetylene). The product is C1(CC1)C=1C=2N(C=C(C1)C1=CC=C(C=C1)C(F)(F)F)C(=CN2)C#C[Si](C)(C)C (8-Cyclopropyl-6-(4-trifluoromethyl-phenyl)-3-trimethylsilanylethynyl-imidazo[1,2-a]pyridine), material. Yield: 79.0%. As a reaction SMILES: [CH:1]1([C:4]2[C:5]3[N:6]([C:20](I)=[CH:21][N:22]=3)[CH:7]=[C:8]([C:10]3[CH:15]=[CH:14][C:13]([C:16]([F:19])([F:18])[F:17])=[CH:12][CH:11]=3)[CH:9]=2)[CH2:3][CH2:2]1.[CH3:24][Si:25]([C:28]#[CH:29])([CH3:27])[CH3:26]>>[CH:1]1([C:4]2[C:5]3[N:6]([C:20]([C:29]#[C:28][Si:25]([CH3:27])([CH3:26])[CH3:24])=[CH:21][N:22]=3)[CH:7]=[C:8]([C:10]3[CH:15]=[CH:14][C:13]([C:16]([F:19])([F:18])[F:17])=[CH:12][CH:11]=3)[CH:9]=2)[CH2:3][CH2:2]1. Procedure details: Prepared from 8-cyclopropyl-3-iodo-6-(4-trifluoromethyl-phenyl)-imidazo[1,2-a]pyridine (example C.25 step 5) (3.1 g, 7 mmol) and trimethylsilylacetylene (2.00 mL, 14 mmol) as described in example C.20 step 4. Obtained the title compound as an amorphous brown material (2.3 g, 79%). MS (ISP) 399.2 [(M+H)+]. Starting materials: O(C1=CC=CC=C1)[C@H](C(=O)O)C ((S)-2-Phenoxypropionic acid), C(C)(C)N(CCC(C1=CC=CC=C1)C1=C(C=CC(=C1)CCO)O)C(C)C (2-[3-(diisopropylamino)-1-phenylpropyl]-4-(2-hydroxyethyl)phenol). Solvent: C(C)(=O)OCC (ethyl acetate). Run at temperature 80 celsius. Product: O(C1=CC=CC=C1)[C@H](C(=O)O)C.C(C)(C)N(CC[C@H](C1=CC=CC=C1)C1=C(C=CC(=C1)CCO)O)C(C)C ((R)-2-[3-(Diisopropylamino)-1-phenylpropyl]-4-(2-hydroxyethyl)phenol (S)-2-phenoxypropionic acid salt). Isolated yield 36.5%. As a reaction SMILES: [O:1]([C@@H:8]([CH3:12])[C:9]([OH:11])=[O:10])[C:2]1[CH:7]=[CH:6][CH:5]=[CH:4][CH:3]=1.[CH:13]([N:16]([CH:36]([CH3:38])[CH3:37])[CH2:17][CH2:18][CH:19]([C:26]1[CH:31]=[C:30]([CH2:32][CH2:33][OH:34])[CH:29]=[CH:28][C:27]=1[OH:35])[C:20]1[CH:25]=[CH:24][CH:23]=[CH:22][CH:21]=1)([CH3:15])[CH3:14]>C(OCC)(=O)C>[O:1]([C@@H:8]([CH3:12])[C:9]([OH:11])=[O:10])[C:2]1[CH:7]=[CH:6][CH:5]=[CH:4][CH:3]=1.[CH:36]([N:16]([CH:13]([CH3:15])[CH3:14])[CH2:17][CH2:18][C@@H:19]([C:26]1[CH:31]=[C:30]([CH2:32][CH2:33][OH:34])[CH:29]=[CH:28][C:27]=1[OH:35])[C:20]1[CH:25]=[CH:24][CH:23]=[CH:22][CH:21]=1)([CH3:38])[CH3:37] |f:3.4|. Procedure: (S)-2-Phenoxypropionic acid (3.40 g, 20.5 mmol, 1 equiv) was added to a solution of 2-[3-(diisopropylamino)-1-phenylpropyl]-4-(2-hydroxyethyl)phenol (Example 9, 7.28 g, 20.5 mmol, 1 equiv) in ethyl acetate. The mixture was heated at 80° C. for 2 days, upon which the mixture was cooled to room temperature, filtered and washed with ethyl acetate and dried in vacuo at 50° C. overnight to give the title compound as a white solid (3.9 g, 7.48 mmol, 37% yield, 94% ee). Starting materials: FC(C(=O)O)(F)F.C(C)OC(C(CN)C)=O ((rac)-3-amino-2-methyl-propanoic acid ethyl ester trifluoroacetate), IC1=CC=CC=C1 (iodobenzene), N1[C@H](C(=O)O)CCC1 (L-proline), C([O-])([O-])=O.[Cs+].[Cs+] (cesium carbonate). Reagents/catalysts: [Cu]I (copper (I) iodide). Run in CS(=O)C (dimethylsulfoxide). Product: C(C)OC(C(CNC1=CC=CC=C1)C)=O ((rac)-2-methyl-3-phenylamino-propionic acid ethyl ester). Isolated yield 41.0%. Reaction SMILES: FC(F)(F)C(O)=O.[CH2:8]([O:10][C:11](=[O:16])[CH:12]([CH3:15])[CH2:13][NH2:14])[CH3:9].I[C:18]1[CH:23]=[CH:22][CH:21]=[CH:20][CH:19]=1.N1CCC[C@H]1C(O)=O.C(=O)([O-])[O-].[Cs+].[Cs+]>CS(C)=O.[Cu]I>[CH2:8]([O:10][C:11](=[O:16])[CH:12]([CH3:15])[CH2:13][NH:14][C:18]1[CH:23]=[CH:22][CH:21]=[CH:20][CH:19]=1)[CH3:9] |f:0.1,4.5.6|. Procedure details: To a solution of 4.904 g (0.020 mole) of (rac)-3-amino-2-methyl-propanoic acid ethyl ester trifluoroacetate in 30 mL of dimethylsulfoxide was added 4.08 g (0.020 mole) of iodobenzene, 0.46 g (0.004 mole) of L-proline, 0.38 g (0.002 mole) of copper (I) iodide and 19.57 g (0.060 mole) of cesium carbonate. Argon was bubbled through the solution for 15 minutes. The mixture was then heated at 80 degrees for 16 hours. After cooling, the mixture was partitioned between ethyl acetate (2×300 mL) and wate... Yields the product NC=1SC=CC1C1=CC=C(C=C1)C (2-amino-3-(4-tolyl)thiophene). Conditions: time 5 hour. Reported procedure: After dissolving 0.5 g of 2-nitro-3-(4-tolyl)thiophene in 20 ml of dioxane, 0.25 g of 5% pd/C was added and catalytic reduction was carried out at room temperature for 5 hours. The solution obtained was filtered to recover the catalyst and the filtrate was used as intact for the next reaction. The reactants are [N+](=O)([O-])C=1SC=CC1C1=CC=C(C=C1)C (2-nitro-3-(4-tolyl)thiophene). Reaction SMILES: [N+:1]([C:4]1[S:5][CH:6]=[CH:7][C:8]=1[C:9]1[CH:14]=[CH:13][C:12]([CH3:15])=[CH:11][CH:10]=1)([O-])=O>O1CCOCC1>[NH2:1][C:4]1[S:5][CH:6]=[CH:7][C:8]=1[C:9]1[CH:14]=[CH:13][C:12]([CH3:15])=[CH:11][CH:10]=1. Run in O1CCOCC1 (dioxane). Starting materials: CC#N, [Cl-], Cl, [Na+], COC(=O)C(CCC(C)=O)C(=O)OC. The product is COC(=O)C1CCC(C)NC1=O. Reaction SMILES: [CH3:18][C:19]#[N:20].[Cl-:15].[ClH:17].[Na+:16].[O:1]=[C:2]([CH2:3][CH2:4][CH:5]([C:6](=[O:7])[O:8][CH3:9])[C:10](=[O:11])[O:12][CH3:13])[CH3:14]>>[CH:2]1([CH3:14])[CH2:3][CH2:4][CH:5]([C:10](=[O:11])[O:12][CH3:13])[C:6](=[O:7])[NH:20]1. Reactants: COc1ccccc1CCC(=O)Nc1sc2c(c1C#N)CCN(C(=O)OCCOC(C)=O)C2, [Na+], [OH-]. Product: COc1ccccc1CCC(=O)Nc1sc2c(c1C#N)CCN(C(=O)OCCO)C2. Reaction SMILES: [C:1](=[O:2])([CH3:3])[O:4][CH2:5][CH2:6][O:7][C:8](=[O:9])[N:10]1[CH2:11][c:12]2[c:13]([c:16]([C:32]#[N:33])[c:17]([NH:19][C:20]([CH2:21][CH2:22][c:23]3[c:24]([O:29][CH3:30])[cH:25][cH:26][cH:27][cH:28]3)=[O:31])[s:18]2)[CH2:14][CH2:15]1.[Na+:35].[OH-:34]>>[OH:4][CH2:5][CH2:6][O:7][C:8](=[O:9])[N:10]1[CH2:11][c:12]2[c:13]([c:16]([C:32]#[N:33])[c:17]([NH:19][C:20]([CH2:21][CH2:22][c:23]3[c:24]([O:29][CH3:30])[cH:25][cH:26][cH:27][cH:28]3)=[O:31])[s:18]2)[CH2:14][CH2:15]1. Starting materials: Cl (hydrochloric acid), CC1(COC2(OC1)CCC(CC2)OC2=NC=C(C#N)C=C2)C (6-(3,3-dimethyl-1,5-dioxa-spiro[5.5]undec-9-yloxy)-nicotinonitrile). The solvent is CC(=O)C (acetone). Run at time 2 hour. The product is O=C1CCC(CC1)OC1=NC=C(C#N)C=C1 (6-(4-Oxo-cyclohexyloxy)-nicotinonitrile). The yield is 71.0%. As a reaction SMILES: Cl.CC1(C)CO[C:6]2([CH2:13][CH2:12][CH:11]([O:14][C:15]3[CH:22]=[CH:21][C:18]([C:19]#[N:20])=[CH:17][N:16]=3)[CH2:10][CH2:9]2)[O:5]C1>CC(C)=O>[O:5]=[C:6]1[CH2:13][CH2:12][CH:11]([O:14][C:15]2[CH:22]=[CH:21][C:18]([C:19]#[N:20])=[CH:17][N:16]=2)[CH2:10][CH2:9]1. Procedure details: Combine hydrochloric acid (1.0M aq., 20 mL) with a solution of 6-(3,3-dimethyl-1,5-dioxa-spiro[5.5]undec-9-yloxy)-nicotinonitrile (2000 mg, 6.61 mmol) in acetone (25 mL). Stir at room temperature for 2 h then at 40–50° C. for 1 h. Concentrate the reaction mixture. Partition the residue between EtOAc/hex (25 mL) and K2CO3 (aq. sat. 20 mL). Wash the organic layer with water, brine, and dry it over sodium sulfate, filter and concentrate. Triturate the residue with EtOAc/hexanes (1/4) to provide a w... Starting materials: ClC=1C(=NC=CN1)C1(CN2CCC1C2)O (3-(3-Chloropyrazinyl)-1-azabicyclo[2.2.1]heptan-3-ol), C(CCCCC)O (hexanol), Na. Run in Cl (HCl). Conditions: temperature 80 celsius. Product: C(CCCCC)OC=1C(=NC=CN1)C1(CN2CCC1C2)O (3-(3-hexyloxypyrazinyl)-1-azabicyclo[2.2.1]heptan-3-ol). Reaction SMILES: Cl[C:2]1[C:3]([C:8]2([OH:15])[CH:13]3[CH2:14][N:10]([CH2:11][CH2:12]3)[CH2:9]2)=[N:4][CH:5]=[CH:6][N:7]=1.[CH2:16]([OH:22])[CH2:17][CH2:18][CH2:19][CH2:20][CH3:21]>Cl>[CH2:16]([O:22][C:2]1[C:3]([C:8]2([OH:15])[CH:13]3[CH2:14][N:10]([CH2:11][CH2:12]3)[CH2:9]2)=[N:4][CH:5]=[CH:6][N:7]=1)[CH2:17][CH2:18][CH2:19][CH2:20][CH3:21]. Reported procedure: A mixture of 4.8 g of (26) (0.021 mol) and 125 ml of hexanol that had reacted with 1.5 g of Na (0.065 mol) was heated to 80° C. for 45 min. The reaction was cooled to ambient, 100 ml of 1N HCl was added, and the hexanol was azeotroped off with water. The residue was made basic with 1N NaOH and extracted 3× with 50 ml of CH2Cl2. The extracts were washed with brine, dried, and the solvent evaporated to give a dark solid. Recrystallization of the solid from ether gave 3.83 g of 3-(3-hexyloxypyrazin... Starting materials: FC(OC1=CC=C(N)C=C1)(F)F (4-Trifluoromethoxy aniline), N1=CC=CC=C1 (pyridine), C(C)(=O)C1=CC=C(C=C1)S(=O)(=O)Cl (4-Acetyl-benzenesulfonyl chloride). The solvent is C1CCOC1 (THF). Run at time 10 minute. The product is C(C)(=O)C1=CC=C(C=C1)S(=O)(=O)NC1=CC=C(C=C1)OC(F)(F)F (4-Acetyl-N-(4-trifluoromethoxy-phenyl)-benzenesulfonamide). Reaction SMILES: [F:1][C:2]([F:12])([F:11])[O:3][C:4]1[CH:10]=[CH:9][C:7]([NH2:8])=[CH:6][CH:5]=1.N1C=CC=CC=1.[C:19]([C:22]1[CH:27]=[CH:26][C:25]([S:28](Cl)(=[O:30])=[O:29])=[CH:24][CH:23]=1)(=[O:21])[CH3:20]>C1COCC1>[C:19]([C:22]1[CH:23]=[CH:24][C:25]([S:28]([NH:8][C:7]2[CH:9]=[CH:10][C:4]([O:3][C:2]([F:11])([F:12])[F:1])=[CH:5][CH:6]=2)(=[O:30])=[O:29])=[CH:26][CH:27]=1)(=[O:21])[CH3:20]. Procedure: 4-Trifluoromethoxy aniline (3.4 g, 19.21 mmol)was dissolved in THF (25 ml) before pyridine (4.44 ml, 54.88 mmol) was added. 4-Acetyl-benzenesulfonyl chloride (4.0 g, 18.29 mmol) was then added as a solid, and the resulting dark solution was stirred for 10 minutes. The volatiles were then removed, and the resulting residue was suspended in THF. Excess Et3N was then added, and the mixture was stirred for several minutes before the solids were filtered. The mother liquor was then evaporated to a so... Reactants: N[C@H](CC1=CNC2=CC=CC=C12)C(=O)N[C@H](CC(OC(C)(C)C)=O)C(=O)N1[C@H](C(=O)N[C@H](C(C)C)C(=O)N[C@@H](CC(C)C)C(=O)O)CSC1 (DTrp-DAsp(OtBu)-Thz-DVal-Leu), N([C@@H](CC(C)C)C(=O)O)C(=O)OCC1C2=CC=CC=C2C2=CC=CC=C12 (Fmoc-Leu), peptide, acid anhydride, Fmoc-nAsp(OtBu), N([C@H](CC(OC(C)(C)C)=O)C(=O)O)C(=O)OCC1C2=CC=CC=C2C2=CC=CC=C12 (Fmoc-DAsp(OtBu)), C1CCC(CC1)N=C=NC2CCCCC2 (DCC). The reagents and catalysts are CN(C)C=1C=CN=CC1 (DMAP). The solvent is CN(C)C=O (DMF). The product is N1[C@H](C(=O)N[C@H](C(C)C)C(=O)N[C@@H](CC(C)C)C(=O)O)CSC1 (Thz-DVal-Leu), N1[C@H](CC2=CNC3=CC=CC=C23)C(=O)N[C@H](CC(O)=O)C(=O)N2[C@H](C(=O)N[C@H](C(C)C)C(=O)N[C@@H](CC(C)C)C1=O)CSC2 (cyclo(-DTrp-DAsp-Thz-DVal-Leu-)). As a reaction SMILES: N(C(OCC1C2C(=CC=CC=2)C2C1=CC=CC=2)=O)[C@H](C(O)=O)CC(C)C.N(C(OCC1C2C(=CC=CC=2)C2C1=CC=CC=2)=O)[C@@H](C(O)=O)CC(=O)OC(C)(C)C.C1CCC(N=C=NC2CCCCC2)CC1.[NH2:72][C@@H:73]([C:84]([NH:86][C@@H:87]([C:96]([N:98]1[CH2:120][S:119][CH2:118][C@H:99]1[C:100]([NH:102][C@@H:103]([C:107]([NH:109][C@H:110]([C:115]([OH:117])=[O:116])[CH2:111][CH:112]([CH3:114])[CH3:113])=[O:108])[CH:104]([CH3:106])[CH3:105])=[O:101])=[O:97])[CH2:88][C:89](=[O:95])[O:90]C(C)(C)C)=[O:85])[CH2:74][C:75]1[C:83]2[C:78](=[CH:79][CH:80]=[CH:81][CH:82]=2)[NH:77][CH:76]=1>CN(C1C=CN=CC=1)C.CN(C=O)C>[NH:98]1[CH2:120][S:119][CH2:118][C@H:99]1[C:100]([NH:102][C@@H:103]([C:107]([NH:109][C@H:110]([C:115]([OH:117])=[O:116])[CH2:111][CH:112]([CH3:113])[CH3:114])=[O:108])[CH:104]([CH3:105])[CH3:106])=[O:101].[NH:72]1[C:115](=[O:117])[C@H:110]([CH2:111][CH:112]([CH3:114])[CH3:113])[NH:109][C:107](=[O:108])[C@@H:103]([CH:104]([CH3:106])[CH3:105])[NH:102][C:100](=[O:101])[C@@H:99]2[CH2:118][S:119][CH2:120][N:98]2[C:96](=[O:97])[C@@H:87]([CH2:88][C:89](=[O:95])[OH:90])[NH:86][C:84](=[O:85])[C@H:73]1[CH2:74][C:75]1[C:83]2[C:78](=[CH:79][CH:80]=[CH:81][CH:82]=2)[NH:77][CH:76]=1. Procedure details: Thz-DVal-Leu-resin which was prepared from Fmoc-Leu-resin in the same manner described in Example 4, was unpacked from a reaction column and allowed to react with 2.5 equivalents of the symmetrical acid anhydride of Fmoc-nAsp(OtBu)(prepared previously from Fmoc-DAsp(OtBu) and DCC) and DMAP(10 mg) in DMF at room temperature for 3 h with occasional shaking. After removal of excess reagents, the resin was washed successively with DMF, tert-amyl alcohol, acetic acid, tert-amyl alcohol and DMF, and r...